This data is from the Open Reaction Database (ORD), a public repository of structured organic reaction records. The task is: describe an organic reaction: reactants, conditions, products, and yield The reactants are [Al+3], CC(=O)Cl, [Cl-], [Cl-], [Cl-], ClCCl, Cl, c1ccc(C23CNCC2C3)cc1. Product: Cl, CC(=O)c1ccc(C23CNCC2C3)cc1. Reaction SMILES: [Al+3:19].[CH3:14][C:15]([Cl:16])=[O:17].[Cl-:18].[Cl-:20].[Cl-:21].[Cl:22][CH2:23][Cl:24].[ClH:1].[c:2]1([C:8]23[CH2:9][NH:10][CH2:11][CH:12]2[CH2:13]3)[cH:3][cH:4][cH:5][cH:6][cH:7]1>>[ClH:16].[c:2]1([C:8]23[CH2:9][NH:10][CH2:11][CH:12]2[CH2:13]3)[cH:3][cH:4][c:5]([C:15]([CH3:14])=[O:17])[cH:6][cH:7]1. Reactants: CC(=O)c1ccccc1B(O)O, CC(C)(C)OC(=O)N1CCC(=O)CC1, O=C([O-])[O-], CC(C)[N-]C(C)C, COCCOC, [Cl-], CC(C)(C)OC(=O)C1C=C(OS(=O)(=O)C(F)(F)F)CCN1, [Li+], [Li+], [Na+], [Na+], O, c1ccc(P(c2ccccc2)(c2ccccc2)[Pd](P(c2ccccc2)(c2ccccc2)c2ccccc2)(P(c2ccccc2)(c2ccccc2)c2ccccc2)P(c2ccccc2)(c2ccccc2)c2ccccc2)cc1. Yields the product CC(=O)c1ccccc1C1=CC(C(=O)OC(C)(C)C)NCC1. Reaction SMILES: [C:1]([CH3:2])(=[O:3])[c:4]1[c:5]([B:10]([OH:11])[OH:12])[cH:6][cH:7][cH:8][cH:9]1.[C:34]([O:35][C:36]([N:37]1[CH2:38][CH2:39][C:40](=[O:41])[CH2:42][CH2:43]1)=[O:44])([CH3:45])([CH3:46])[CH3:47].[C:58](=[O:59])([O-:60])[O-:61].[CH3:49][CH:50]([N-:51][CH:52]([CH3:53])[CH3:54])[CH3:55].[CH3:65][O:66][CH2:67][CH2:68][O:69][CH3:70].[Cl-:56].[F:13][C:14]([F:15])([F:16])[S:17]([O:18][C:19]1=[CH:20][CH:21]([C:25](=[O:26])[O:27][C:28]([CH3:29])([CH3:30])[CH3:31])[NH:22][CH2:23][CH2:24]1)(=[O:32])=[O:33].[Li+:48].[Li+:57].[Na+:62].[Na+:63].[OH2:64].[cH:71]1[cH:72][cH:73][c:74]([P:75]([Pd:76]([P:77]([c:78]2[cH:79][cH:80][cH:81][cH:82][cH:83]2)([c:84]2[cH:85][cH:86][cH:87][cH:88][cH:89]2)[c:90]2[cH:91][cH:92][cH:93][cH:94][cH:95]2)([P:96]([c:97]2[cH:98][cH:99][cH:100][cH:101][cH:102]2)([c:103]2[cH:104][cH:105][cH:106][cH:107][cH:108]2)[c:109]2[cH:110][cH:111][cH:112][cH:113][cH:114]2)[P:115]([c:116]2[cH:117][cH:118][cH:119][cH:120][cH:121]2)([c:122]2[cH:123][cH:124][cH:125][cH:126][cH:127]2)[c:128]2[cH:129][cH:130][cH:131][cH:132][cH:133]2)([c:134]2[cH:135][cH:136][cH:137][cH:138][cH:139]2)[c:140]2[cH:141][cH:142][cH:143][cH:144][cH:145]2)[cH:146][cH:147]1>>[C:1]([CH3:2])(=[O:3])[c:4]1[c:5]([C:19]2=[CH:20][CH:21]([C:25](=[O:26])[O:27][C:28]([CH3:29])([CH3:30])[CH3:31])[NH:22][CH2:23][CH2:24]2)[cH:6][cH:7][cH:8][cH:9]1. The reactants are C#CC(C)O, Fc1ccc(-n2ncnc2-c2cc3c(s2)-c2nc(Cl)ccc2OCC3)c(F)c1. Yields the product CC(O)CCc1ccc2c(n1)-c1sc(-c3ncnn3-c3ccc(F)cc3F)cc1CCO2. RXN SMILES: [CH3:29][CH:30]([C:31]#[CH:32])[OH:33].[Cl:1][c:2]1[cH:3][cH:4][c:5]2[c:6]([n:28]1)-[c:7]1[s:8][c:9](-[c:15]3[n:16](-[c:20]4[c:21]([F:27])[cH:22][c:23]([F:26])[cH:24][cH:25]4)[n:17][cH:18][n:19]3)[cH:10][c:11]1[CH2:12][CH2:13][O:14]2>>[c:2]1([CH2:32][CH2:31][CH:30]([CH3:29])[OH:33])[cH:3][cH:4][c:5]2[c:6]([n:28]1)-[c:7]1[s:8][c:9](-[c:15]3[n:16](-[c:20]4[c:21]([F:27])[cH:22][c:23]([F:26])[cH:24][cH:25]4)[n:17][cH:18][n:19]3)[cH:10][c:11]1[CH2:12][CH2:13][O:14]2. The reactants are [Si](C)(C)(C(C)(C)C)O[C@@H]1CC[C@H](CC1)N1N=CC(=C1)C1=C2C(=C(N=C1)N(C(=O)OC(C)(C)C)C(=O)OC(C)(C)C)OC(=C2)[Sn](C)(C)C (di-tert-butyl {4-[1-(trans-4-{[tert-butyl(dimethyl)silyl]oxy}cyclohexyl)-1H-pyrazol-4-yl]-2-(trimethylstannanyl)furo[2,3-c]pyridin-7-yl}imidodicarbonate), BrC1=CC(=CC=2N=NSC21)C2=NNC=C2 (7-bromo-5-(1H-pyrazol-3-yl)-1,2,3-benzothiadiazole). Yields the product NC=1N=CC(=C2C1OC(=C2)C2=CC(=CC=1N=NSC12)C1=NNC=C1)C=1C=NN(C1)[C@@H]1CC[C@H](CC1)O (trans-4-(4-{7-amino-2-[5-(1H-pyrazol-3-yl)-1,2,3-benzothiadiazol-7-yl]furo[2,3-c]pyridin-4-yl}-1H-pyrazol-1-yl)cyclohexanol). Reaction SMILES: [Si]([O:8][C@H:9]1[CH2:14][CH2:13][C@H:12]([N:15]2[CH:19]=[C:18]([C:20]3[CH:25]=[N:24][C:23]([N:26](C(OC(C)(C)C)=O)C(OC(C)(C)C)=O)=[C:22]4[O:41][C:42]([Sn](C)(C)C)=[CH:43][C:21]=34)[CH:17]=[N:16]2)[CH2:11][CH2:10]1)(C(C)(C)C)(C)C.Br[C:49]1[C:57]2[S:56][N:55]=[N:54][C:53]=2[CH:52]=[C:51]([C:58]2[CH:62]=[CH:61][NH:60][N:59]=2)[CH:50]=1>>[NH2:26][C:23]1[N:24]=[CH:25][C:20]([C:18]2[CH:17]=[N:16][N:15]([C@H:12]3[CH2:13][CH2:14][C@H:9]([OH:8])[CH2:10][CH2:11]3)[CH:19]=2)=[C:21]2[CH:43]=[C:42]([C:49]3[C:57]4[S:56][N:55]=[N:54][C:53]=4[CH:52]=[C:51]([C:58]4[CH:62]=[CH:61][NH:60][N:59]=4)[CH:50]=3)[O:41][C:22]=12. Procedure details: The title compound was prepared from di-tert-butyl {4-[1-(trans-4-{[tert-butyl(dimethyl)silyl]oxy}cyclohexyl)-1H-pyrazol-4-yl]-2-(trimethylstannanyl)furo[2,3-c]pyridin-7-yl}imidodicarbonate and 7-bromo-5-(1H-pyrazol-3-yl)-1,2,3-benzothiadiazole by a procedure analogous to Example 373, Step B. 1H NMR (400 MHz, CD3OD): δ 1.50-1.61 (m, 2 H), 1.93-2.06 (m, 2 H), 2.13-2.21 (m, 2 H), 2.25-2.33 (m, 2 H), 3.75 (tdd, J=10.9, 10.9, 4.2, 4.0 Hz, 1 H), 4.27 (tdd, J=12.0, 12.0, 4.3, 4.1 Hz, 1 H), 6.97 (d, J=... The reactants are CCO, Cl, [Na+], C1CCOC1, [OH-], COC(=O)CCc1oc(-n2cnc3ccccc32)nc1-c1ccc(C(F)(F)F)cc1. Yields the product O=C(O)CCc1oc(-n2cnc3ccccc32)nc1-c1ccc(C(F)(F)F)cc1. Reaction SMILES: [CH3:39][CH2:40][OH:41].[ClH:38].[Na+:32].[O:33]1[CH2:34][CH2:35][CH2:36][CH2:37]1.[OH-:31].[n:1]1(-[c:10]2[o:11][c:12]([CH2:25][CH2:26][C:27](=[O:28])[O:29][CH3:30])[c:13](-[c:15]3[cH:16][cH:17][c:18]([C:21]([F:22])([F:23])[F:24])[cH:19][cH:20]3)[n:14]2)[cH:2][n:3][c:4]2[c:5]1[cH:6][cH:7][cH:8][cH:9]2>>[n:1]1(-[c:10]2[o:11][c:12]([CH2:25][CH2:26][C:27](=[O:28])[OH:29])[c:13](-[c:15]3[cH:16][cH:17][c:18]([C:21]([F:22])([F:23])[F:24])[cH:19][cH:20]3)[n:14]2)[cH:2][n:3][c:4]2[c:5]1[cH:6][cH:7][cH:8][cH:9]2. Reactants: FC1=C(CN2C=NC3=C2C=NC(=C3)C(=O)O)C=CC=C1F (3-(2,3-difluorobenzyl)-3H-imidazo[4,5-c]pyridine-6-carboxylic acid), C(C)(C)(C)ON (N-(tert-butoxy)amine). The product is C(C)(C)(C)ONC(=O)C1=CC2=C(C=N1)N(C=N2)CC2=C(C(=CC=C2)F)F (N-tert-Butoxy-3-(2,3-difluorobenzyl)-3H-imidazo[4,5-c]pyridine-6-carboxamide). As a reaction SMILES: [F:1][C:2]1[C:20]([F:21])=[CH:19][CH:18]=[CH:17][C:3]=1[CH2:4][N:5]1[C:9]2[CH:10]=[N:11][C:12]([C:14]([OH:16])=O)=[CH:13][C:8]=2[N:7]=[CH:6]1.[C:22]([O:26][NH2:27])([CH3:25])([CH3:24])[CH3:23]>>[C:22]([O:26][NH:27][C:14]([C:12]1[N:11]=[CH:10][C:9]2[N:5]([CH2:4][C:3]3[CH:17]=[CH:18][CH:19]=[C:20]([F:21])[C:2]=3[F:1])[CH:6]=[N:7][C:8]=2[CH:13]=1)=[O:16])([CH3:25])([CH3:24])[CH3:23]. Reported procedure: The title compound can be prepared by coupling of 3-(2,3-difluorobenzyl)-3H-imidazo[4,5-c]pyridine-6-carboxylic acid and N-(tert-butoxy)amine under the same conditions as those in step (c) of Example 1. Reactants: halogen, C1=CC=C2C(=C1)C3=NC4=C5C=CC=CC5=C([N-]4)N=C6C7=CC=CC=C7C(=N6)N=C8C9=CC=CC=C9C(=N8)N=C2[N-]3.[O-2].[Ti+4] (TiOPc), ion-exchange, O (water), C1=CC=C2C(=C1)C3=NC4=C5C=CC=CC5=C([N-]4)N=C6C7=CC=CC=C7C(=N6)N=C8C9=CC=CC=C9C(=N8)N=C2[N-]3.[O-2].[Ti+4] (TiOPc). Solvent: ClC1=CC=CC=C1 (monochlorobenzene). Reaction conditions: temperature 50 celsius, time 1 hour. Yields the product C=1C=CC=2C(C1)=C3NC2N=C4C=5C=CC=CC5C(=N4)N=C6C=7C=CC=CC7C(N6)=NC=8C=9C=CC=CC9C(=N3)N8 (phthalocyanine), C1=CC=C2C(=C1)C3=NC4=C5C=CC=CC5=C([N-]4)N=C6C7=CC=CC=C7C(=N6)N=C8C9=CC=CC=C9C(=N8)N=C2[N-]3.[O-2].[Ti+4] (TiOPc). As a reaction SMILES: [CH:1]1[CH:6]=[C:5]2[C:7]3[N-:40][C:39]([C:4]2=[CH:3][CH:2]=1)=[N:38][C:36]1=[N:37][C:29]([C:30]2[C:35]1=[CH:34][CH:33]=[CH:32][CH:31]=2)=[N:28][C:26]1=[N:27][C:19]([C:20]2[C:25]1=[CH:24][CH:23]=[CH:22][CH:21]=2)=[N:18][C:16]1[N-:17][C:9](=[C:10]2[C:15]=1[CH:14]=[CH:13][CH:12]=[CH:11]2)[N:8]=3.[O-2:41].[Ti+4:42].O>ClC1C=CC=CC=1>[CH:12]1[CH:13]=[CH:14][C:15]2[C:10](=[C:9]3[N:8]=[C:7]4[N:40]=[C:39]([C:4]5[CH:3]=[CH:2][CH:1]=[CH:6][C:5]=54)[N:38]=[C:36]4[NH:37][C:29]([C:30]5[CH:31]=[CH:32][CH:33]=[CH:34][C:35]=54)=[N:28][C:26]4=[N:27][C:19]([C:20]5[CH:21]=[CH:22][CH:23]=[CH:24][C:25]=54)=[N:18][C:16]=2[NH:17]3)[CH:11]=1.[CH:12]1[CH:11]=[C:10]2[C:9]3[N-:17][C:16]([C:15]2=[CH:14][CH:13]=1)=[N:18][C:19]1=[N:27][C:26]([C:25]2[C:20]1=[CH:21][CH:22]=[CH:23][CH:24]=2)=[N:28][C:29]1=[N:37][C:36]([C:35]2[C:30]1=[CH:31][CH:32]=[CH:33][CH:34]=2)=[N:38][C:39]1[N-:40][C:7](=[C:5]2[C:4]=1[CH:3]=[CH:2][CH:1]=[CH:6]2)[N:8]=3.[O-2:41].[Ti+4:42] |f:0.1.2,6.7.8|. Procedure details: A titanyl phthalocyanine crystal was prepared using the method described in Example 1 of JP-A 03-269064. Specifically, the procedure for preparation of the wet cake in Pigment Synthesis Example 1 was repeated. The wet cake was dried to prepare the TiOPc pigment. One gram of the TiOPc pigment was mixed with a mixture solvent of 10 g of ion-exchange water and 1 g of monochlorobenzene, and the mixture was agitated for 1 hour at 50° C. Then the resultant TiOPc crystal was washed with methanol, follo... The reactants are CS(=O)(=O)Cl (methanesulfonyl chloride), C12CN(CC(CC1)CC2)C(=O)CN2C(C(N=C(C1=C2C(=CC=C1)C)CO)NC(=O)NC1=CC(=CC=C1)C)=O (N-[(3RS)-1-(3-azabicyclo[3.2.2]non-3-yl)carbonylmethyl-5-hydroxymethyl-9-methyl-2-oxo-2,3-dihydro-1H-1,4-benzodiazepin-3-yl]-N′-(3-methylphenyl)urea), C(C)(C)N(CC)C(C)C (diisopropylethylamine), aqueous solution, [Na] (sodium). Run in C(Cl)Cl (methylene chloride), O1CCCC1 (tetrahydrofuran), C(C)(=O)OCC (ethyl acetate), C(Cl)Cl (methylene chloride), CO (methanol), C(Cl)(Cl)Cl (chloroform). Run at temperature 2.5 celsius. Product: C12CN(CC(CC1)CC2)C(=O)CN2C(C(N=C(C1=C2C(=CC=C1)C)CSC)NC(=O)NC1=CC(=CC=C1)C)=O (N-[(3RS)-1-(3-azabicyclo[3.2.2]non-3-yl)carbonylmethyl-5-methylthiomethyl-9-methyl-2-oxo-2,3-dihydro-1H-1,4-benzodiazepin-3-yl]-N′-(3-methyphenyl)urea). As a reaction SMILES: [CH:1]12[CH2:9][CH2:8][CH:5]([CH2:6][CH2:7]1)[CH2:4][N:3]([C:10]([CH2:12][N:13]1[C:19]3[C:20]([CH3:24])=[CH:21][CH:22]=[CH:23][C:18]=3[C:17]([CH2:25]O)=[N:16][CH:15]([NH:27][C:28]([NH:30][C:31]3[CH:36]=[CH:35][CH:34]=[C:33]([CH3:37])[CH:32]=3)=[O:29])[C:14]1=[O:38])=[O:11])[CH2:2]2.C(N(C(C)C)CC)(C)C.[CH3:48][S:49](Cl)(=O)=O.[Na]>C(Cl)Cl.O1CCCC1.C(OCC)(=O)C.CO.C(Cl)(Cl)Cl>[CH:1]12[CH2:9][CH2:8][CH:5]([CH2:6][CH2:7]1)[CH2:4][N:3]([C:10]([CH2:12][N:13]1[C:19]3[C:20]([CH3:24])=[CH:21][CH:22]=[CH:23][C:18]=3[C:17]([CH2:25][S:49][CH3:48])=[N:16][CH:15]([NH:27][C:28]([NH:30][C:31]3[CH:36]=[CH:35][CH:34]=[C:33]([CH3:37])[CH:32]=3)=[O:29])[C:14]1=[O:38])=[O:11])[CH2:2]2 |^1:52|. Reported procedure: To a mixture of N-[(3RS)-1-(3-azabicyclo[3.2.2]non-3-yl)carbonylmethyl-5-hydroxymethyl-9-methyl-2-oxo-2,3-dihydro-1H-1,4-benzodiazepin-3-yl]-N′-(3-methylphenyl)urea (147 mg) and diisopropylethylamine (55.1 mg) in methylene chloride (2 ml) was added dropwise a solution of methanesulfonyl chloride (48.7 mg) in methylene chloride (1 ml) under stirring and cooling at 0-5° C. in an ice-bath. The mixture was stirred for 1.5 hours under the same conditions. The reaction mixture was evaporated in vacuo ...